Dataset: the Open Reaction Database (ORD), a public repository of structured organic reaction records. Task: describe an organic reaction: reactants, conditions, products, and yield Reactants: C(C)C1(SCCN1)C(=O)O (2-ethyl-thiazolidine-2-carboxylic acid), O (water), C([O-])(O)=O.[Na+] (sodium bicarbonate). Solvent: Cl.CO (hydrogen chloride methanol). RXN SMILES: [CH2:1]([C:3]1([C:8]([OH:10])=[O:9])[NH:7][CH2:6][CH2:5][S:4]1)[CH3:2].O.[C:12](=O)(O)[O-].[Na+]>Cl.CO>[CH3:12][O:9][C:8]([C:3]1([CH2:1][CH3:2])[NH:7][CH2:6][CH2:5][S:4]1)=[O:10] |f:2.3,4.5|. The product is COC(=O)C1(SCCN1)CC (2-ethyl-thiazolidine-2-carboxylic acid methyl ester). The yield is 18.4%. Procedure: 10.0 g of the 2-ethyl-thiazolidine-2-carboxylic acid thus obtained was dissolved in 200 ml of 20% hydrogen chloride-methanol solution. After being refluxed for 30 minutes, the reaction mixture was concentrated under reduced pressure to afford a residue, to which was added water, and was then neutralized with an aqueous saturated solution of sodium bicarbonate. Upon extracting with ethyl acetate, the extract was chromatographed on a column of silica gel to give 2.0 g (yield 18.4%) of 2-ethyl-thia...